This data is from the Open Reaction Database (ORD), a public repository of structured organic reaction records. The task is: describe an organic reaction: reactants, conditions, products, and yield Starting materials: CCCCO, CCOC(C)=O, CCN(C(C)C)C(C)C, CC(C)Oc1cc(Nc2nc(Cl)ccc2[N+](=O)[O-])n[nH]1, Cl, NC(CO)c1ccc(F)cn1. The product is CC(C)Oc1cc(Nc2nc(NC(CO)c3ccc(F)cn3)ccc2[N+](=O)[O-])n[nH]1. As a reaction SMILES: [CH2:42]([OH:43])[CH2:44][CH2:45][CH3:46].[CH3:47][CH2:48][O:49][C:50](=[O:51])[CH3:52].[CH:33]([N:34]([CH:35]([CH3:36])[CH3:37])[CH2:38][CH3:39])([CH3:40])[CH3:41].[Cl:1][c:2]1[cH:3][cH:4][c:5]([N+:18](=[O:19])[O-:20])[c:6]([NH:8][c:9]2[n:10][nH:11][c:12]([O:14][CH:15]([CH3:16])[CH3:17])[cH:13]2)[n:7]1.[ClH:21].[NH2:22][CH:23]([CH2:24][OH:25])[c:26]1[n:27][cH:28][c:29]([F:32])[cH:30][cH:31]1>>[c:2]1([NH:22][CH:23]([CH2:24][OH:25])[c:26]2[n:27][cH:28][c:29]([F:32])[cH:30][cH:31]2)[cH:3][cH:4][c:5]([N+:18](=[O:19])[O-:20])[c:6]([NH:8][c:9]2[n:10][nH:11][c:12]([O:14][CH:15]([CH3:16])[CH3:17])[cH:13]2)[n:7]1. The reactants are C[Zn](C)(C)([Li])([Li])c1ccccc1 (effective_coupling_partner), C[Si](C)(Oc2ccc1ccccc1c2)c3ccccc3 (substrate). The reagents and catalysts are PCy3. Run at temperature 25 celsius, time 12 hour. Product: c3ccc(c2ccc1ccccc1c2)cc3. Starting materials: C(CCC)[Li] (n-Butyllithium), FC=1C=CC(=NC1)N (5-fluoro-pyridin-2-ylamine), CC1=CC=NC=C1C#N (4-methyl-nicotinonitrile). Run in O1CCCC1 (tetrahydrofuran), O1CCCC1 (tetrahydrofuran). Run at temperature -40 celsius, time 15 minute. Product: crude product, FC=1C=CC(=NC1)NC(C1=CN=CC=C1C)=N (N-(5-fluoro-pyridin-2-yl)-4-methyl-nicotinamidine). As a reaction SMILES: C([Li])CCC.[F:6][C:7]1[CH:8]=[CH:9][C:10]([NH2:13])=[N:11][CH:12]=1.[CH3:14][C:15]1[C:20]([C:21]#[N:22])=[CH:19][N:18]=[CH:17][CH:16]=1>O1CCCC1>[F:6][C:7]1[CH:8]=[CH:9][C:10]([NH:13][C:21](=[NH:22])[C:20]2[C:15]([CH3:14])=[CH:16][CH:17]=[N:18][CH:19]=2)=[N:11][CH:12]=1. Reported procedure: n-Butyllithium (1.6 M, 3.33 mL, 0.00534 mol) was added slowly for a period of 5 min at a temperature of at −78° C. to a solution of 5-fluoro-pyridin-2-ylamine (0.3 g, 0.00267 mol) in anhydrous tetrahydrofuran (20 mL). Then the temperature raised to −40° C. and the reaction mixture was stirred for 15 min. The reaction mixture was cooled to −78° C. and 4-methyl-nicotinonitrile (0.316 g, 0.00267 mol) in tetrahydrofuran (5 mL) was added. The temperature was raised to RT and stirred for 18 h. The rea... Reaction conditions: time 15 hour. The product is COCCCOC=1C=C2C=C(NC2=C(C1)NS(=O)(=O)C1=NC=CC=C1)C(=O)OCC (ethyl 5-(3-methoxypropoxy)-7-[(pyridin-2-ylsulfonyl)amino]-1H-indole-2-carboxylate). The reactants are NC=1C=C(C=C2C=C(NC12)C(=O)OCC)OCCCOC (ethyl 7-amino-5-(3-methoxypropoxy)-1H-indole-2-carboxylate), N1=C(C=CC=C1)S(=O)(=O)Cl (pyridine-2-sulfonyl chloride). Procedure details: To a mixture of ethyl 7-amino-5-(3-methoxypropoxy)-1H-indole-2-carboxylate (3.00 g) and pyridine (50 mL) was added pyridine-2-sulfonyl chloride (2.0 g) at 0° C., and the mixture was stirred at room temperature for 15 hr. The reaction mixture was concentrated, 1N hydrochloric acid and ethyl acetate were added to the residue, and the mixture was extracted with ethyl acetate. The ethyl acetate layer was washed successively with water and saturated brine, dried (MgSO4), and concentrated. The obtaine... RXN SMILES: [NH2:1][C:2]1[CH:3]=[C:4]([O:16][CH2:17][CH2:18][CH2:19][O:20][CH3:21])[CH:5]=[C:6]2[C:10]=1[NH:9][C:8]([C:11]([O:13][CH2:14][CH3:15])=[O:12])=[CH:7]2.[N:22]1[CH:27]=[CH:26][CH:25]=[CH:24][C:23]=1[S:28](Cl)(=[O:30])=[O:29]>N1C=CC=CC=1>[CH3:21][O:20][CH2:19][CH2:18][CH2:17][O:16][C:4]1[CH:5]=[C:6]2[C:10](=[C:2]([NH:1][S:28]([C:23]3[CH:24]=[CH:25][CH:26]=[CH:27][N:22]=3)(=[O:30])=[O:29])[CH:3]=1)[NH:9][C:8]([C:11]([O:13][CH2:14][CH3:15])=[O:12])=[CH:7]2. Solvent: N1=CC=CC=C1 (pyridine). Yield: 90.4%.